From a dataset of the Open Reaction Database (ORD), a public repository of structured organic reaction records. describe an organic reaction: reactants, conditions, products, and yield Starting materials: C(C1=CC=CC=C1)C1C(=CC(O1)=O)O (5-benzyl-4-hydroxy-5H-furan-2-one), C(CCCC)=O (pentanal), N1C=C(C2=CC=CC=C12)CCNC(C)=O (N-[2-(1H-indol-3-yl)-ethyl]-acetamide). Product: C(C1=CC=CC=C1)C1C(=C(C(O1)=O)C(CCCC)C=1NC2=CC=CC=C2C1CCNC(C)=O)O (N-(2-{2-[1-(5-Benzyl-4-hydroxy-2-oxo-2,5-dihydro-furan-3-yl)-pentyl]-1H-indol-3-yl}-ethyl)-acetamide). RXN SMILES: [CH2:1]([CH:8]1[O:12][C:11](=[O:13])[CH:10]=[C:9]1[OH:14])[C:2]1[CH:7]=[CH:6][CH:5]=[CH:4][CH:3]=1.[CH:15](=O)[CH2:16][CH2:17][CH2:18][CH3:19].[NH:21]1[C:29]2[C:24](=[CH:25][CH:26]=[CH:27][CH:28]=2)[C:23]([CH2:30][CH2:31][NH:32][C:33](=[O:35])[CH3:34])=[CH:22]1>>[CH2:1]([CH:8]1[O:12][C:11](=[O:13])[C:10]([CH:15]([C:22]2[NH:21][C:29]3[C:24]([C:23]=2[CH2:30][CH2:31][NH:32][C:33](=[O:35])[CH3:34])=[CH:25][CH:26]=[CH:27][CH:28]=3)[CH2:16][CH2:17][CH2:18][CH3:19])=[C:9]1[OH:14])[C:2]1[CH:3]=[CH:4][CH:5]=[CH:6][CH:7]=1. Procedure details: Using general procedure C, 5-benzyl-4-hydroxy-5H-furan-2-one (Lit. 13) was reacted with pentanal and N-[2-(1H-indol-3-yl)-ethyl]-acetamide) to give the title compound as a white solid. MS: 459.3 ([M−H]−). Starting materials: resultant solution, C=O (formalin), Cl (HCl), C(C)(C)(C)OC(=O)N1CC(NCC1)C (3-Methylpiperazine-1-carboxylic acid tert-butyl ester), [H][H] (hydrogen). The reagents and catalysts are [C].[Pd] (palladium-carbon). Run in C(C)O (ethanol), CO (methanol). Yields the product C(C)(C)(C)OC(=O)N1CC(N(CC1)C)C (3,4-Dimethylpiperazine-1-carboxylic acid tert-butyl ester), product. The yield is 51.0%. RXN SMILES: [C:1]([O:5][C:6]([N:8]1[CH2:13][CH2:12][NH:11][CH:10]([CH3:14])[CH2:9]1)=[O:7])([CH3:4])([CH3:3])[CH3:2].[CH2:15]=O.Cl.[H][H]>CO.C(O)C.[C].[Pd]>[C:1]([O:5][C:6]([N:8]1[CH2:13][CH2:12][N:11]([CH3:15])[CH:10]([CH3:14])[CH2:9]1)=[O:7])([CH3:4])([CH3:2])[CH3:3] |f:6.7|. Procedure details: 3-Methylpiperazine-1-carboxylic acid tert-butyl ester (5.70 g) obtained from Referential Example 82 was dissolved in methanol (100 mL). To the resultant solution, 10% palladium-carbon (0.59 g), 35% aqueous formalin (9.7 mL), and 1M HCl in ethanol (31.3 mL) were added at room temperature, followed by stirring in a hydrogen atmosphere for 15 hours. After the system was purged with nitrogen, insoluble matter was filtered off, and the solvent of the filtrate was evaporated under reduced pressure. To... The reactants are OCCCCC1CCC(=O)OCC1 (4-(4-hydroxybutyl)-epsilon-caprolactone), ClC1=CC=C(C=C1)S(=O)(=O)N (p-chlorophenylsulfonamide), N(=NC(=O)OCC)C(=O)OCC (diethyl azodicarboxylate), C1(=CC=CC=C1)P(C1=CC=CC=C1)C1=CC=CC=C1 (triphenylphosphine). The solvent is C(Cl)Cl (methylene chloride), O1CCCC1 (tetrahydrofuran). Reaction conditions: time 0.5 hour. Product: ClC1=CC=C(C=C1)S(=O)(=O)NCCCCC1CCC(=O)OCC1 (4-[4-(p-chlorophenylsulfonamido)butyl)-epsilon-caprolactone). As a reaction SMILES: O[CH2:2][CH2:3][CH2:4][CH2:5][CH:6]1[CH2:13][CH2:12][O:11][C:9](=[O:10])[CH2:8][CH2:7]1.[Cl:14][C:15]1[CH:20]=[CH:19][C:18]([S:21]([NH2:24])(=[O:23])=[O:22])=[CH:17][CH:16]=1.C1(P(C2C=CC=CC=2)C2C=CC=CC=2)C=CC=CC=1.N(C(OCC)=O)=NC(OCC)=O>C(Cl)Cl.O1CCCC1>[Cl:14][C:15]1[CH:16]=[CH:17][C:18]([S:21]([NH:24][CH2:2][CH2:3][CH2:4][CH2:5][CH:6]2[CH2:13][CH2:12][O:11][C:9](=[O:10])[CH2:8][CH2:7]2)(=[O:22])=[O:23])=[CH:19][CH:20]=1. Procedure: To a solution of 3.53 g of 4-(4-hydroxybutyl)-epsilon-caprolactone in 14 ml methylene chloride and 14 ml tetrahydrofuran is added 4.24 g p-chlorophenylsulfonamide followed by 7.44 g triphenylphosphine. The reaction mixture is stirred at room temperature for 0.5 h and then 6.1 ml diethyl azodicarboxylate is added slowly with cooling. After the addition, the cooling bath is removed and the solution is stirred at room temperature overnight. The reaction mixture is evaporated to dryness to yield 4-[...